Task: describe an organic reaction: reactants, conditions, products, and yield. Dataset: the Open Reaction Database (ORD), a public repository of structured organic reaction records Starting materials: FC(C1=CC=C(C=O)C=C1)(F)F (4-(trifluoromethyl)benzaldehyde), [N+](#[C-])C(CC)S(=O)(=O)C1=CC=C(C=C1)C (1-(1-isocyanopropylsulfonyl)-4-methylbenzene), C(=O)([O-])[O-].[K+].[K+] (K2CO3). The solvent is CO (MeOH). Yields the product C(C)C=1N=COC1C1=CC=C(C=C1)C(F)(F)F (4-ethyl-5-(4-(trifluoromethyl)phenyl)oxazole). Yield: 88.3%. RXN SMILES: [F:1][C:2]([F:12])([F:11])[C:3]1[CH:10]=[CH:9][C:6]([CH:7]=[O:8])=[CH:5][CH:4]=1.[N+:13]([CH:15](S(C1C=CC(C)=CC=1)(=O)=O)[CH2:16][CH3:17])#[C-:14].C([O-])([O-])=O.[K+].[K+]>CO>[CH2:16]([C:15]1[N:13]=[CH:14][O:8][C:7]=1[C:6]1[CH:9]=[CH:10][C:3]([C:2]([F:11])([F:12])[F:1])=[CH:4][CH:5]=1)[CH3:17] |f:2.3.4|. Procedure details: A mixture of 4-(trifluoromethyl)benzaldehyde (3.60 mL, 27.0 mmol), 1-(1-isocyanopropylsulfonyl)-4-methylbenzene (6.02 g, 27.0 mmol), and K2CO3 (4.47 g, 32.4 mmol) in MeOH (100 mL) was heated to reflux. After 1.5 hr the reaction mixture was cooled to ambient temperature, and the volatiles evaporated at reduced pressure. The residue was partitioned between Et2O (100 mL) and H2O (100 mL). The separated aqueous phase was extracted with Et2O. The combined organic extract was washed with brine, dried ... The reactants are C(C)(=O)OCC (ethyl acetate), C(C)(C)(C)OC(=O)N1C(NC2=C1C=CC(=C2)Br)=O (5-bromo-2-oxo-2,3-dihydro-benzoimidazole-1-carboxylic acid tert-butyl ester), IC (iodomethane), C(=O)([O-])[O-].[K+].[K+] (K2CO3). Solvent: CC#N (CH3CN). Conditions: time 8 hour. Yields the product C(C)(C)(C)OC(=O)N1C(N(C2=C1C=CC(=C2)Br)C)=O (5-bromo-3-methyl-2-oxo-2,3-dihydro-benzoimidazole-1-carboxylic acid tert-butyl ester). As a reaction SMILES: [C:1]([O:5][C:6]([N:8]1[C:12]2[CH:13]=[CH:14][C:15]([Br:17])=[CH:16][C:11]=2[NH:10][C:9]1=[O:18])=[O:7])([CH3:4])([CH3:3])[CH3:2].IC.[C:21]([O-])([O-])=O.[K+].[K+].C(OCC)(=O)C>CC#N>[C:1]([O:5][C:6]([N:8]1[C:12]2[CH:13]=[CH:14][C:15]([Br:17])=[CH:16][C:11]=2[N:10]([CH3:21])[C:9]1=[O:18])=[O:7])([CH3:4])([CH3:2])[CH3:3] |f:2.3.4|. Procedure details: A mixture of 5-bromo-2-oxo-2,3-dihydro-benzoimidazole-1-carboxylic acid tert-butyl ester (4.0 g, 12.8 mmol), iodomethane (2.74 g, 9.2 mmol), and K2CO3 in CH3CN (60 mL) was stirred at room temperature under a blanket of nitrogen overnight. Upon completion of the reaction, ethyl acetate (200 mL) was added and the organic layer was washed with H2O (200 mL), dried over Na2SO4, and concentrated. The residue was purified via chromatography (silica gel, 25% ethyl acetate/hexane) to give 5-bromo-3-methy... The reactants are CC(C)(C)OC(=O)NC1(C(=O)NC(C#N)Cc2ccc(-c3ccc(C(N)=O)c(F)c3)cc2)CCOCC1, O=CO. The product is N#CC(Cc1ccc(-c2ccc(C(N)=O)c(F)c2)cc1)NC(=O)C1(N)CCOCC1. RXN SMILES: [C:1]([NH2:2])(=[O:3])[c:4]1[c:5]([F:37])[cH:6][c:7](-[c:10]2[cH:11][cH:12][c:13]([CH2:16][CH:17]([C:18]#[N:19])[NH:20][C:21](=[O:22])[C:23]3([NH:29][C:30](=[O:31])[O:32][C:33]([CH3:34])([CH3:35])[CH3:36])[CH2:24][CH2:25][O:26][CH2:27][CH2:28]3)[cH:14][cH:15]2)[cH:8][cH:9]1.[CH:38]([OH:39])=[O:40]>>[C:1]([NH2:2])(=[O:3])[c:4]1[c:5]([F:37])[cH:6][c:7](-[c:10]2[cH:11][cH:12][c:13]([CH2:16][CH:17]([C:18]#[N:19])[NH:20][C:21](=[O:22])[C:23]3([NH2:29])[CH2:24][CH2:25][O:26][CH2:27][CH2:28]3)[cH:14][cH:15]2)[cH:8][cH:9]1. Starting materials: BrC=1C=CC(=C(C(=O)O)C1)OCC1=CC=CC=C1 (5-bromo-2-[(phenylmethyl)oxy]benzoic acid), C1=CN(C=N1)C(=O)N2C=CN=C2 (CDI), COC=1C=C(C=CC1)N (3-methoxybenzenamine). Conditions: time 10 minute. Yields the product BrC=1C=CC(=C(C(=O)NC2=CC(=CC=C2)OC)C1)OCC1=CC=CC=C1 (5-Bromo-N-[3-(methyloxy)phenyl]-2-[(phenylmethyl)oxy]benzamide). Reaction SMILES: [Br:1][C:2]1[CH:3]=[CH:4][C:5]([O:11][CH2:12][C:13]2[CH:18]=[CH:17][CH:16]=[CH:15][CH:14]=2)=[C:6]([CH:10]=1)[C:7]([OH:9])=O.C1N=CN(C(N2C=NC=C2)=O)C=1.[CH3:31][O:32][C:33]1[CH:34]=[C:35]([NH2:39])[CH:36]=[CH:37][CH:38]=1>>[Br:1][C:2]1[CH:3]=[CH:4][C:5]([O:11][CH2:12][C:13]2[CH:18]=[CH:17][CH:16]=[CH:15][CH:14]=2)=[C:6]([CH:10]=1)[C:7]([NH:39][C:35]1[CH:36]=[CH:37][CH:38]=[C:33]([O:32][CH3:31])[CH:34]=1)=[O:9]. Procedure: Solid 5-bromo-2-[(phenylmethyl)oxy]benzoic acid (may be prepared as described in Description 5, method B; 200 mg, 0.65 mmol) was added to a stirred suspension of CDI (106 mg, 0.65 mmol) in THE (6 ml) under nitrogen at 20° C. The reaction mixture was stirred at room temperature for 10 min and 3-methoxybenzenamine (80 mg, 0.65 mmol) was added dropwise. After refluxing for 14 h, the reaction mixture was concentrated to obtain crude product. The crude product was purified by silica gel chromatograph... Starting materials: ClC1=C(C=CC=C1)C1C(=C(NC(=C1C(=O)OC)C)C)S(=O)C1=CC=C(C=C1)OC ((-)-4-(2-chlorophenyl)-3-(4-methoxyphenyl)sulfinyl-5-methoxycarbonyl-2,6-dimethyl-1,4-dihydropyridine), CO (methanol). Yields the product ClC1=C(C=CC=C1)C1C(=C(NC(=C1OC)C=C=O)C)S(=O)C1=CC=C(C=C1)OC ((-)-4-(2-chlorophenyl)-3-(4-methoxyphenyl)sulfinyl-5-methoxy-carbonyl-2,6-dimethyl-1,4-dihydropyridine). Reaction SMILES: [Cl:1][C:2]1[CH:7]=[CH:6][CH:5]=[CH:4][C:3]=1[CH:8]1[C:13]([C:14](OC)=[O:15])=[C:12]([CH3:18])[NH:11][C:10]([CH3:19])=[C:9]1[S:20]([C:22]1[CH:27]=[CH:26][C:25]([O:28][CH3:29])=[CH:24][CH:23]=1)=[O:21].[CH3:30][OH:31]>>[Cl:1][C:2]1[CH:7]=[CH:6][CH:5]=[CH:4][C:3]=1[CH:8]1[C:18]([O:31][CH3:30])=[C:12]([CH:13]=[C:14]=[O:15])[NH:11][C:10]([CH3:19])=[C:9]1[S:20]([C:22]1[CH:27]=[CH:26][C:25]([O:28][CH3:29])=[CH:24][CH:23]=1)=[O:21]. Procedure: A solution of (-)-4-methoxyphenylsulfinylacetone (10.0 g), prepared as in Preparation II above, 2-chlorobenzaldehyde (7.3 g), and NH4OAc (100 mg) in toluene (150 ml) was heated at reflux using a Dean-Stark water separator for 2 hours. About 90 ml of the solvent was removed in vacuo. Methyl β-aminocrotonate (11.5 g) and methanol (75 ml) were added to the remaining solution. After heating at reflux for 20 hours, the reaction mixture was cooled and evaporated to dryness. The residue was chromatogra...